From a dataset of the Open Reaction Database (ORD), a public repository of structured organic reaction records. describe an organic reaction: reactants, conditions, products, and yield The reactants are Cc1[nH]c(=O)c(C(N)=O)cc1-c1ccc(N2CCC(c3ccccc3)CC2)cc1, CN(C)C=O, N, O=P12OP3(=O)OP(=O)(O1)OP(=O)(O2)O3, O. The product is Cc1[nH]c(=O)c(C#N)cc1-c1ccc(N2CCC(c3ccccc3)CC2)cc1. RXN SMILES: [CH3:1][c:2]1[c:3](-[c:12]2[cH:13][cH:14][c:15]([N:18]3[CH2:19][CH2:20][CH:21]([c:24]4[cH:25][cH:26][cH:27][cH:28][cH:29]4)[CH2:22][CH2:23]3)[cH:16][cH:17]2)[cH:4][c:5]([C:9](=[O:10])[NH2:11])[c:6](=[O:8])[nH:7]1.[CH3:44][N:45]([CH3:46])[CH:47]=[O:48].[NH3:49].[O:30]=[P:31]12[O:32][P:33]3(=[O:43])[O:34][P:35](=[O:41])([O:36][P:37](=[O:40])([O:38]3)[O:39]1)[O:42]2.[OH2:50]>>[CH3:1][c:2]1[c:3](-[c:12]2[cH:13][cH:14][c:15]([N:18]3[CH2:19][CH2:20][CH:21]([c:24]4[cH:25][cH:26][cH:27][cH:28][cH:29]4)[CH2:22][CH2:23]3)[cH:16][cH:17]2)[cH:4][c:5]([C:9]#[N:11])[c:6](=[O:8])[nH:7]1. Reactants: FC1=C(OC2=C3C(=NC=C2)C=C(S3)C=3SC=CN3)C=CC(=C1)[N+](=O)[O-] (7-(2-Fluoro-4-nitrophenoxy)-2-(thiazol-2-yl)thieno[3,2-b]pyridine), ClC1=C2C(=NC=C1)C=C(S2)C=2N(C(=CN2)C(=O)OC)C (Methyl 2-(7-chlorothieno[3,2-b]pyridin-2-yl)-1-methyl-1H-imidazole-5-carboxylate). Product: FC1=C(OC2=C3C(=NC=C2)C=C(S3)C=3N(C(=CN3)C(=O)OC)C)C=CC(=C1)[N+](=O)[O-] (Methyl 2-(7-(2-fluoro-4-nitrophenoxy)thieno[3,2-b]pyridin-2-yl)-1-methyl-1H-imidazole-5-carboxylate), solid. The yield is 31.0%. Reaction SMILES: [F:1][C:2]1[CH:22]=[C:21]([N+:23]([O-:25])=[O:24])[CH:20]=[CH:19][C:3]=1[O:4]C1C=CN=C2C=C(C3SC=CN=3)SC=12.Cl[C:27]1[CH:32]=[CH:31][N:30]=[C:29]2[CH:33]=[C:34]([C:36]3[N:37]([CH3:45])[C:38]([C:41]([O:43][CH3:44])=[O:42])=[CH:39][N:40]=3)[S:35][C:28]=12>>[F:1][C:2]1[CH:22]=[C:21]([N+:23]([O-:25])=[O:24])[CH:20]=[CH:19][C:3]=1[O:4][C:27]1[CH:32]=[CH:31][N:30]=[C:29]2[CH:33]=[C:34]([C:36]3[N:37]([CH3:45])[C:38]([C:41]([O:43][CH3:44])=[O:42])=[CH:39][N:40]=3)[S:35][C:28]=12. Procedure: Following the procedure described above for the synthesis of compound 11 (example 12, step 3, scheme 2) but substituting compound 10 for compound 119, title compound 120 was obtained as a yellow solid (254 mg, 31% yield). MS (m/z) 429.1 (M+H). Starting materials: CC1=CC=C(C=N1)N (6-Methyl-pyridin-3-ylamine), FC(C1=CC=C(C=N1)CC#N)(F)F ((6-Trifluoromethyl-pyridin-3-yl)-acetonitrile), C(C)(=O)OC([C@@H](O)C1=CC=CC=C1)=O ((S)-(+)-O-acetyl-L-mandelic acid). The product is O[C@H](C(=O)N(CCC=1C=NC(=CC1)C(F)(F)F)C=1C=NC(=CC1)C)C1=CC=CC=C1 ((S)-2-Hydroxy-N-(6-methyl-pyridin-3-yl)-2-phenyl-N-[2-(6-trifluoromethyl-pyridin-3-yl)-ethyl]-acetamide). As a reaction SMILES: [CH3:1][C:2]1[N:7]=[CH:6][C:5]([NH2:8])=[CH:4][CH:3]=1.[F:9][C:10]([F:21])([F:20])[C:11]1[N:16]=[CH:15][C:14]([CH2:17][C:18]#N)=[CH:13][CH:12]=1.C([O:25][C:26](=O)[C@H:27]([C:29]1[CH:34]=[CH:33][CH:32]=[CH:31][CH:30]=1)[OH:28])(=O)C>>[OH:28][C@@H:27]([C:29]1[CH:34]=[CH:33][CH:32]=[CH:31][CH:30]=1)[C:26]([N:8]([C:5]1[CH:6]=[N:7][C:2]([CH3:1])=[CH:3][CH:4]=1)[CH2:18][CH2:17][C:14]1[CH:15]=[N:16][C:11]([C:10]([F:21])([F:20])[F:9])=[CH:12][CH:13]=1)=[O:25]. Procedure details: In analogy to example 49, 6-Methyl-pyridin-3-ylamine, (6-Trifluoromethyl-pyridin-3-yl)-acetonitrile & (S)-(+)-O-acetyl-L-mandelic acid were successively coupled and hydrolysed to give the target compound. MS(m/e): 416.1 [M+H]+. The reactants are CC(C)S (2-propanethiol), CC(C)(C)[O-].[K+] (t-BuOK), CC(C)SC=1C(=NC(=CC1)SC(C)C)C(=O)O (3,6-bis((1-methylethyl)thio)-2-pyridinecarboxylic acid). Run in CN(C)C=O (DMF). Run at temperature 50 celsius. The product is CC(C)SC1=NC=C(C=C1)SC(C)C (2,5-bis((1-methylethyl)thio)pyridine). Reaction SMILES: CC([O-])(C)C.[K+].CC(S)C.[CH3:11][CH:12]([S:14][C:15]1[C:16](C(O)=O)=[N:17][C:18]([S:21][CH:22]([CH3:24])[CH3:23])=[CH:19][CH:20]=1)[CH3:13]>CN(C=O)C>[CH3:24][CH:22]([S:21][C:18]1[CH:19]=[CH:20][C:15]([S:14][CH:12]([CH3:13])[CH3:11])=[CH:16][N:17]=1)[CH3:23] |f:0.1|. Reported procedure: To 198 g of t-BuOK dissolved in 300 ml of DMF was added 2-propanethiol (163.47 ml) dropwise with an ice bath employed to keep the temperature below 50° C. As salt began to precipitate out an additional 50 ml of DMF was added. After addition was complete, the ice bath was removed and the mixture heated to 50° C. A solution of 100 g of methyl 3,6-dichloro-pyridine-2-carboxylate dissolved in DMF was added and the temperature during addition rose to 115° C. The temperature was then maintained at app... Starting materials: C1(CC1)COC1=C(C=C(C=C1)C)C1=C2C(=NC=C1)C(=C(N2COCC[Si](C)(C)C)C)C(=O)O (7-[2-(cyclopropylmethoxy)-5-methylphenyl]-2-methyl-1-{[2-(trimethylsilyl)ethoxy]methyl}-1H-pyrrolo[3,2-b]pyridine-3-carboxylic acid), N[C@H]1CC[C@H](CC1)NC(OC(C)(C)C)=O (tert-butyl cis-(4-amino-cyclohexyl)-carbamate). The product is C1(CC1)COC1=C(C=C(C=C1)C)C1=C2C(=NC=C1)C(=C(N2COCC[Si](C)(C)C)C)C(=O)N[C@H]2CC[C@H](CC2)NC(OC(C)(C)C)=O (tert-Butyl (cis-4-{[(7-[2-(cyclopropylmethoxy)-5-methylphenyl]-2-methyl-1-{[2-(trimethylsilyl)ethoxy]methyl}-1H-pyrrolo[3,2-b]pyridin-3-yl)carbonyl]amino}cyclohexyl)carbamate). RXN SMILES: [CH:1]1([CH2:4][O:5][C:6]2[CH:11]=[CH:10][C:9]([CH3:12])=[CH:8][C:7]=2[C:13]2[CH:18]=[CH:17][N:16]=[C:15]3[C:19]([C:31](O)=[O:32])=[C:20]([CH3:30])[N:21]([CH2:22][O:23][CH2:24][CH2:25][Si:26]([CH3:29])([CH3:28])[CH3:27])[C:14]=23)[CH2:3][CH2:2]1.[NH2:34][C@@H:35]1[CH2:40][CH2:39][C@H:38]([NH:41][C:42](=[O:48])[O:43][C:44]([CH3:47])([CH3:46])[CH3:45])[CH2:37][CH2:36]1>>[CH:1]1([CH2:4][O:5][C:6]2[CH:11]=[CH:10][C:9]([CH3:12])=[CH:8][C:7]=2[C:13]2[CH:18]=[CH:17][N:16]=[C:15]3[C:19]([C:31]([NH:34][C@@H:35]4[CH2:40][CH2:39][C@H:38]([NH:41][C:42](=[O:48])[O:43][C:44]([CH3:46])([CH3:45])[CH3:47])[CH2:37][CH2:36]4)=[O:32])=[C:20]([CH3:30])[N:21]([CH2:22][O:23][CH2:24][CH2:25][Si:26]([CH3:27])([CH3:29])[CH3:28])[C:14]=23)[CH2:2][CH2:3]1. Procedure details: Starting from 7-[2-(cyclopropylmethoxy)-5-methylphenyl]-2-methyl-1-{[2-(trimethylsilyl)ethoxy]methyl}-1H-pyrrolo[3,2-b]pyridine-3-carboxylic acid (example D.c6) and commercially available tert-butyl cis-(4-amino-cyclohexyl)-carbamate the title compound is obtained as pale yellow viscous oil. Reactants: CC(=O)OC1CSC(Br)C(OC(C)=O)C1OC(C)=O, C[N+](=O)[O-], N#Cc1ccc(S)cc1, c1ccccc1. Yields the product CC(=O)OC1CSC(Sc2ccc(C#N)cc2)C(OC(C)=O)C1OC(C)=O. RXN SMILES: [C:7]([CH3:8])(=[O:9])[O:10][CH:11]1[CH:12]([Br:25])[S:13][CH2:14][CH:15]([O:21][C:22]([CH3:23])=[O:24])[CH:16]1[O:17][C:18]([CH3:19])=[O:20].[N+:35]([CH3:36])([O-:37])=[O:38].[SH:26][c:27]1[cH:28][cH:29][c:30]([C:31]#[N:32])[cH:33][cH:34]1.[cH:1]1[cH:2][cH:3][cH:4][cH:5][cH:6]1>>[C:7]([CH3:8])(=[O:9])[O:10][CH:11]1[CH:12]([S:26][c:27]2[cH:28][cH:29][c:30]([C:31]#[N:32])[cH:33][cH:34]2)[S:13][CH2:14][CH:15]([O:21][C:22]([CH3:23])=[O:24])[CH:16]1[O:17][C:18]([CH3:19])=[O:20].